Dataset: the Open Reaction Database (ORD), a public repository of structured organic reaction records. Task: describe an organic reaction: reactants, conditions, products, and yield The solvent is CO (methanol). Reaction SMILES: Cl.[Cl:2][C:3]1[CH:4]=[N:5][C:6](=[O:9])[NH:7][CH:8]=1.[F:10][C:11]1[CH:16]=[CH:15][C:14]([S:17][CH2:18]Cl)=[CH:13][CH:12]=1.CO.O.C(O)(C)C.[K+].[Br-]>CO>[F:10][C:11]1[CH:16]=[CH:15][C:14]([S:17][CH2:18][N:5]2[CH:4]=[C:3]([Cl:2])[CH:8]=[N:7][C:6]2=[O:9])=[CH:13][CH:12]=1 |f:0.1,3.4.5,6.7|. The product is FC1=CC=C(C=C1)SCN1C(N=CC(=C1)Cl)=O (1-(4-Fluorophenylsulfenyl)methyl-5-chloropyrimidin-2-one). The reactants are [K+].[Br-] (KBr), Cl.ClC=1C=NC(NC1)=O (5-chloropyrimidin-2-one hydrochloride), FC1=CC=C(C=C1)SCCl (4-fluoro-1(chloromethylthio)benzene), ( 100/32 ), CO.O.C(C)(C)O (MeOH H2O isoPrOH). Procedure: The title compound was prepared from 5-chloropyrimidin-2-one hydrochloride (10 mmol) and 4-fluoro-1(chloromethylthio)benzene (10 mmol) in a manner similar to that described in Example 2. The reaction time was 21/2h. Yield: 1.60 g (59%) of the N- and O-isomers in the ratio 2:1. The N-isomer was isolated by its lower solubility in methanol; m.p. 179° C. (MeOH/H2O/isoPrOH). 1H NMR (DMSO/d6): δ 5.25 (CH2), 6.9-7.7 (Ph), 8.07 and 8.53 (H-4 and H-6, J 4 Hz). IR (KBr): 1660 cm-1 (CO). (Found: C49.80; H... Reactants: C(C)(=O)OC1=CC=C(C=C)C=C1 (4-Acetoxystyrene), C(C(=C)C)(=O)OC(C)(C)C (tert-butyl methacrylate), C(=C)C1=CC=C(C(=O)OC)C=C1 (methyl p-vinylbenzoate), N(=NC(C(=O)OC)(C)C)C(C(=O)OC)(C)C (V-601). The solvent is C1(CCCCC1)=O (cyclohexanone), C1(CCCCC1)=O (cyclohexanone), CCCCCC (hexane). Reaction conditions: time 2 hour. Yields the product C(C)(=O)OC1=CC=C(C=C)C=C1.C(C(=C)C)(=O)OC(C)(C)C.C(=C)C1=CC=C(C(=O)OC)C=C1 (4-acetoxystyrene tert-butyl methacrylate methyl p-vinylbenzoate). Yield: 591.6%. RXN SMILES: [C:1]([O:4][C:5]1[CH:12]=[CH:11][C:8]([CH:9]=[CH2:10])=[CH:7][CH:6]=1)(=[O:3])[CH3:2].[C:13]([O:18][C:19]([CH3:22])([CH3:21])[CH3:20])(=[O:17])[C:14]([CH3:16])=[CH2:15].[CH:23]([C:25]1[CH:34]=[CH:33][C:28]([C:29]([O:31][CH3:32])=[O:30])=[CH:27][CH:26]=1)=[CH2:24].N(C(C)(C)C(OC)=O)=NC(C)(C)C(OC)=O>C1(=O)CCCCC1.CCCCCC>[C:1]([O:4][C:5]1[CH:12]=[CH:11][C:8]([CH:9]=[CH2:10])=[CH:7][CH:6]=1)(=[O:3])[CH3:2].[C:13]([O:18][C:19]([CH3:22])([CH3:21])[CH3:20])(=[O:17])[C:14]([CH3:16])=[CH2:15].[CH:23]([C:25]1[CH:34]=[CH:33][C:28]([C:29]([O:31][CH3:32])=[O:30])=[CH:27][CH:26]=1)=[CH2:24] |f:6.7.8|. Procedure: 4-Acetoxystyrene (29.19 g, 0.180 mol), 14.93 g (0.105 mol) of tert-butyl methacrylate, 2.43 g (0.015 mol) of methyl p-vinylbenzoate and 3.45 g (0.015 mol) of polymerization initiator V-601 (produced by Wako Pure Chemical Industries, Ltd.) were dissolved in 148.99 g of cyclohexanone. Subsequently, 37.25 g of cyclohexanone was charged into a reaction vessel, and the solution above was added dropwise to the system at 80° C. in a nitrogen gas atmosphere over 6 hours. After the completion of dropwise... The reactants are COC=1C=C(C=C(C1OC)OC)B(O)O (3,4,5-Trimethoxyphenylboronic acid), BrC=1C=NC=C(C(=O)OCC)C1 (ethyl 5-bromonicotinate). Yields the product COC=1C=C(C=C(C1OC)OC)C=1C=NC=C(C(=O)OCC)C1 (Ethyl 5-(3,4,5-Trimethoxyphenyl)nicotinate). Reaction SMILES: [CH3:1][O:2][C:3]1[CH:4]=[C:5](B(O)O)[CH:6]=[C:7]([O:11][CH3:12])[C:8]=1[O:9][CH3:10].Br[C:17]1[CH:18]=[N:19][CH:20]=[C:21]([CH:27]=1)[C:22]([O:24][CH2:25][CH3:26])=[O:23]>>[CH3:1][O:2][C:3]1[CH:4]=[C:5]([C:17]2[CH:18]=[N:19][CH:20]=[C:21]([CH:27]=2)[C:22]([O:24][CH2:25][CH3:26])=[O:23])[CH:6]=[C:7]([O:11][CH3:12])[C:8]=1[O:9][CH3:10]. Reported procedure: 3,4,5-Trimethoxyphenylboronic acid (6.36 g) and ethyl 5-bromonicotinate (6.90 g) were reacted in the same manner as described in Preparation Example 1 to give the title compound.